This data is from the Open Reaction Database (ORD), a public repository of structured organic reaction records. The task is: describe an organic reaction: reactants, conditions, products, and yield The reactants are Brc1cccc(I)c1, CC(C)(C)OC(=O)N1CCCC(=O)C1, [Li]CCCC, C1CCOC1. Product: CC(C)(C)OC(=O)N1CCCC(O)(c2cccc(Br)c2)C1. As a reaction SMILES: [Br:6][c:7]1[cH:8][c:9]([I:13])[cH:10][cH:11][cH:12]1.[C:14](=[O:15])([O:16][C:17]([CH3:18])([CH3:19])[CH3:20])[N:21]1[CH2:22][C:23](=[O:27])[CH2:24][CH2:25][CH2:26]1.[CH2:1]([Li:2])[CH2:3][CH2:4][CH3:5].[CH2:28]1[O:29][CH2:30][CH2:31][CH2:32]1>>[Br:6][c:7]1[cH:8][c:9]([C:23]2([OH:27])[CH2:22][N:21]([C:14](=[O:15])[O:16][C:17]([CH3:18])([CH3:19])[CH3:20])[CH2:26][CH2:25][CH2:24]2)[cH:10][cH:11][cH:12]1.